From a dataset of the Open Reaction Database (ORD), a public repository of structured organic reaction records. describe an organic reaction: reactants, conditions, products, and yield The reactants are CC(C)=O, [O-][Cl+][O-], O=Cc1ccc(OC(F)F)c2oc3ccncc3c12, NS(=O)(=O)O, [Na+], O. Product: O=C(O)c1ccc(OC(F)F)c2oc3ccncc3c12. Reaction SMILES: [CH3:29][C:30](=[O:31])[CH3:32].[Cl+:25]([O-:26])[O-:27].[F:1][CH:2]([O:3][c:4]1[cH:5][cH:6][c:7]([CH:17]=[O:18])[c:8]2[c:9]1[o:10][c:11]1[c:12]2[cH:13][n:14][cH:15][cH:16]1)[F:19].[NH2:20][S:21]([OH:22])(=[O:23])=[O:24].[Na+:28].[OH2:33]>>[F:1][CH:2]([O:3][c:4]1[cH:5][cH:6][c:7]([C:17](=[O:18])[OH:22])[c:8]2[c:9]1[o:10][c:11]1[c:12]2[cH:13][n:14][cH:15][cH:16]1)[F:19].